The task is: describe an organic reaction: reactants, conditions, products, and yield. This data is from the Open Reaction Database (ORD), a public repository of structured organic reaction records. Starting materials: C(#N)C1(CC1)NC(=O)[C@H]1N(C[C@@H](C1)S(=O)(=O)C1=C(C=CC=C1)C(F)(F)F)C=1N(N=C(C1)C)C1=CC=CC=C1 ((2S,4R)-1-(5-Methyl-2-phenyl-2H-pyrazol-3-yl)-4-(2-trifluoromethyl-benzenesulfonyl)-pyrrolidine-2-carboxylic acid (1-cyano-cyclopropyl)-amide), COC(=O)[C@@H]1N(C[C@@H](C1)S(=O)(=O)C1=C(C=CC=C1)C(F)(F)F)C=1N(N=C(C1)C)CC(C)C ((2R,4R)-1-(2-isobutyl-5-methyl-2H-pyrazol-3-yl)-4-(2-trifluoromethyl-benzenesulfonyl)-pyrrolidine-2-carboxylic acid methyl ester), COC(=O)[C@@H]1N(C[C@@H](C1)S(=O)(=O)C1=C(C=CC=C1)C(F)(F)F)C(CC(C)=O)=O ((2R,4R)-1-(3-oxo-butyryl)-4-(2-trifluoromethyl-benzenesulfonyl)-pyrrolidine-2-carboxylic acid methyl ester), COC=1C=CC(=CC1)P2(=S)SP(=S)(S2)C=3C=CC(=CC3)OC (Lawesson's reagent), CC1=CC=C(C=C1)S(=O)(=O)O.CC(CNN)C ((2-methylpropyl)-hydrazine 4-methylbenzenesulfonate). Yields the product COC(=O)[C@H]1N(C[C@@H](C1)S(=O)(=O)C1=C(C=CC=C1)C(F)(F)F)C=1N(N=C(C1)C)CC(C)C ((2S,4R)-1-(2-Isobutyl-5-methyl-2H-pyrazol-3-yl)-4-(2-trifluoromethyl-benzenesulfonyl)-pyrrolidine-2-carboxylic acid methyl ester). RXN SMILES: C(C1(NC([C@@H]2C[C@@H](S(C3C=CC=CC=3C(F)(F)F)(=O)=O)CN2C2N(C3C=CC=CC=3)N=C(C)C=2)=O)CC1)#N.COC([C@H]1C[C@@H](S(C2C=CC=CC=2C(F)(F)F)(=O)=O)CN1C(=O)CC(=O)C)=O.COC1C=CC(P2(SP(C3C=CC(OC)=CC=3)(=S)S2)=S)=CC=1.CC1C=CC(S(O)(=O)=O)=CC=1.CC(C)CNN.[CH3:106][O:107][C:108]([C@H:110]1[CH2:114][C@@H:113]([S:115]([C:118]2[CH:123]=[CH:122][CH:121]=[CH:120][C:119]=2[C:124]([F:127])([F:126])[F:125])(=[O:117])=[O:116])[CH2:112][N:111]1[C:128]1[N:129]([CH2:134][CH:135]([CH3:137])[CH3:136])[N:130]=[C:131]([CH3:133])[CH:132]=1)=[O:109]>>[CH3:106][O:107][C:108]([C@@H:110]1[CH2:114][C@@H:113]([S:115]([C:118]2[CH:123]=[CH:122][CH:121]=[CH:120][C:119]=2[C:124]([F:127])([F:125])[F:126])(=[O:117])=[O:116])[CH2:112][N:111]1[C:128]1[N:129]([CH2:134][CH:135]([CH3:137])[CH3:136])[N:130]=[C:131]([CH3:133])[CH:132]=1)=[O:109] |f:3.4|. Procedure details: In analogy to the procedure described in example 308d, a mixture of (2S,4R)-1-(3-oxo-butyryl)-4-(2-trifluoromethyl-benzenesulfonyl)-pyrrolidine-2-carboxylic acid methyl ester (example 192 f) and of (2R,4R)-1-(3-oxo-butyryl)-4-(2-trifluoromethyl-benzenesulfonyl)-pyrrolidine-2-carboxylic acid methyl ester was reacted with Lawesson's reagent (CAS Reg. No. 19172-47-5) and (2-methylpropyl)-hydrazine 4-methylbenzenesulfonate (CAS Reg. No. 112306-59-9) to give a mixture of the title compound and (2R,4R... Reactants: ClC1=CC=C(C=C1)C1=CC(=NN1C1=CC=CC=C1)CCC=O (3-(5-(4-chlorophenyl)-1-phenyl-1H-pyrazol-3-yl)-propanal), [BH-](OC(=O)C)(OC(=O)C)OC(=O)C.[Na+] (NaBH(OAc)3), CC1=C(C=CC=C1C)N1CCNCC1 (1-(2,3-dimethylphenyl)piperazine), CCN(C(C)C)C(C)C (DIPEA). The product is ClC1=CC=C(C=C1)C1=CC(=NN1C1=CC=CC=C1)CCCN1CCN(CC1)C1=C(C(=CC=C1)C)C (1-(3-(5-(4-chlorophenyl)-1-phenyl-1H-pyrazol-3-yl)propyl)-4-(2,3-dimethylphenyl)piperazine). RXN SMILES: [Cl:1][C:2]1[CH:7]=[CH:6][C:5]([C:8]2[N:12]([C:13]3[CH:18]=[CH:17][CH:16]=[CH:15][CH:14]=3)[N:11]=[C:10]([CH2:19][CH2:20][CH:21]=O)[CH:9]=2)=[CH:4][CH:3]=1.[CH3:23][C:24]1[C:29]([CH3:30])=[CH:28][CH:27]=[CH:26][C:25]=1[N:31]1[CH2:36][CH2:35][NH:34][CH2:33][CH2:32]1.CCN(C(C)C)C(C)C.[BH-](OC(C)=O)(OC(C)=O)OC(C)=O.[Na+]>>[Cl:1][C:2]1[CH:7]=[CH:6][C:5]([C:8]2[N:12]([C:13]3[CH:18]=[CH:17][CH:16]=[CH:15][CH:14]=3)[N:11]=[C:10]([CH2:19][CH2:20][CH2:21][N:34]3[CH2:35][CH2:36][N:31]([C:25]4[CH:26]=[CH:27][CH:28]=[C:29]([CH3:30])[C:24]=4[CH3:23])[CH2:32][CH2:33]3)[CH:9]=2)=[CH:4][CH:3]=1 |f:3.4|. Procedure details: 89 mg (67%) of target compound was obtained by using a method same as in Example 1 by using 3-(5-(4-chlorophenyl)-1-phenyl-1H-pyrazol-3-yl)-propanal (80 mg, 0.257 mmol), 1-(2,3-dimethylphenyl)piperazine (49 mg, 0.257 mmol), DIPEA (0.070 mL, 0.386 mmol) and NaBH(OAc)3 (163 mg, 0.771 mmol). The reactants are N#Cc1cc2c(c(C(=O)Cl)c1)CCCC2, CCN(C(C)C)C(C)C, ClCCl, C=CCC(CNC)c1ccc(F)cc1. The product is C=CCC(CN(C)C(=O)c1cc(C#N)cc2c1CCCC2)c1ccc(F)cc1. As a reaction SMILES: [C:24](#[N:25])[c:26]1[cH:27][c:28]([C:36](=[O:37])[Cl:38])[c:29]2[c:34]([cH:35]1)[CH2:33][CH2:32][CH2:31][CH2:30]2.[CH:15]([N:16]([CH2:17][CH3:18])[CH:19]([CH3:20])[CH3:21])([CH3:22])[CH3:23].[Cl:39][CH2:40][Cl:41].[F:1][c:2]1[cH:3][cH:4][c:5]([CH:8]([CH2:9][NH:10][CH3:11])[CH2:12][CH:13]=[CH2:14])[cH:6][cH:7]1>>[F:1][c:2]1[cH:3][cH:4][c:5]([CH:8]([CH2:9][N:10]([CH3:11])[C:36]([c:28]2[cH:27][c:26]([C:24]#[N:25])[cH:35][c:34]3[c:29]2[CH2:30][CH2:31][CH2:32][CH2:33]3)=[O:37])[CH2:12][CH:13]=[CH2:14])[cH:6][cH:7]1. Reactants: [BH3-]C#N.[Na+] (NaCNBH3), FC=1C=C(C=C(C1)F)C(C=O)(C)NC(OC(C)(C)C)=O (tert-Butyl [1-(3,5-difluorophenyl)-1-methyl-2-oxoethyl]carbamate), Cl.NC1(CCCCC1)C(=O)OC (Methyl 1-aminocyclohexanecarboxylate hydrochloride), CC(=O)O (AcOH), CC(=O)O (AcOH). Solvent: CO (MeOH). Conditions: time 30 minute. The product is C(C)(C)(C)OC(=O)NC(CNC1(CCCCC1)C(=O)OC)(C)C1=CC(=CC(=C1)F)F (Methyl 1-{[2-[(tert-butoxycarbonyl)amino]-2-(3,5-difluorophenyl)propyl]amino}cyclohexanecarboxylate). As a reaction SMILES: [F:1][C:2]1[CH:3]=[C:4]([C:9]([NH:13][C:14](=[O:20])[O:15][C:16]([CH3:19])([CH3:18])[CH3:17])([CH3:12])[CH:10]=O)[CH:5]=[C:6]([F:8])[CH:7]=1.Cl.[NH2:22][C:23]1([C:29]([O:31][CH3:32])=[O:30])[CH2:28][CH2:27][CH2:26][CH2:25][CH2:24]1.CC(O)=O.[BH3-]C#N.[Na+]>CO>[C:16]([O:15][C:14]([NH:13][C:9]([C:4]1[CH:3]=[C:2]([F:1])[CH:7]=[C:6]([F:8])[CH:5]=1)([CH3:12])[CH2:10][NH:22][C:23]1([C:29]([O:31][CH3:32])=[O:30])[CH2:28][CH2:27][CH2:26][CH2:25][CH2:24]1)=[O:20])([CH3:19])([CH3:18])[CH3:17] |f:1.2,4.5|. Procedure: A mixture of tert-butyl [1-(3,5-difluorophenyl)-1-methyl-2-oxoethyl]carbamate from Step C (500 mg, 1.75 mmol), methyl 1-aminocyclohexanecarboxylate hydrochloride from Step D (1.38 g, 8.76 mmol), and AcOH (0.301 mL, 5.26 mmol) in MeOH (15 mL) was stirred at ambient temperature for 30 min. NaCNBH3 (165 mg, 2.63 mmol) was added and the pH of the mixture was checked and adjusted to pH ˜5 as necessary by addition of AcOH. The reaction mixture was stirred at ambient temperature for 1 h, then quenched ...